From a dataset of the Open Reaction Database (ORD), a public repository of structured organic reaction records. describe an organic reaction: reactants, conditions, products, and yield The reagents and catalysts are CN(C)C=1C=CN=CC1 (4-DMAP). RXN SMILES: [I:1]N1C(=O)CCC1=O.[CH2:9]([C:13]1[NH:14][CH:15]=[C:16]([CH2:18][OH:19])[N:17]=1)[CH2:10][CH2:11][CH3:12].C(OCC)(=O)C>CN(C1C=CN=CC=1)C.O1CCOCC1.COCCO>[CH2:9]([C:13]1[NH:17][C:16]([CH2:18][OH:19])=[C:15]([I:1])[N:14]=1)[CH2:10][CH2:11][CH3:12]. Yields the product C(CCC)C=1NC(=C(N1)I)CO (2-Butyl-5-hydroxymethyl-4-iodo-imidazole). The solvent is O1CCOCC1 (dioxane), COCCO (2-methoxyethanol). Yield: 4.3%. Procedure: 4-DMAP (1.2 g; 10 mmol) and N-iodosuccinimide (25 g; 111 mmol) were added to a solution of 2-butyl-4-hydroxymethyl-imidazole (15.4 g; 100 mmol) in dioxane (210 ml) and 2-methoxyethanol (140 ml) and the mixture was stirred overnight at 50° C. Concentration gave 44.4 g of a brownish-yellow magma (theory; 28 g), which was further reacted without further purification. For characterisation, 2 g of the crude product were dissolved using ethyl acetate and washed with 5% NaHCO3 solution and saturated so... Run at temperature 50 celsius, time 8 hour. Reactants: C(C)(=O)OCC (ethyl acetate), crude product, IN1C(CCC1=O)=O (N-iodosuccinimide), C(CCC)C=1NC=C(N1)CO (2-butyl-4-hydroxymethyl-imidazole). Starting materials: B, C1CCOC1, CO, Cl, O, O=C(O)c1cccc2cc3ccccc3cc12. The product is OCc1cccc2cc3ccccc3cc12. As a reaction SMILES: [BH3:23].[CH2:18]1[O:19][CH2:20][CH2:21][CH2:22]1.[CH3:26][OH:27].[ClH:24].[OH2:25].[c:1]1([C:15](=[O:16])[OH:17])[cH:2][cH:3][cH:4][c:5]2[cH:6][c:7]3[cH:8][cH:9][cH:10][cH:11][c:12]3[cH:13][c:14]12>>[c:1]1([CH2:15][OH:16])[cH:2][cH:3][cH:4][c:5]2[cH:6][c:7]3[cH:8][cH:9][cH:10][cH:11][c:12]3[cH:13][c:14]12. The reactants are [Na] (sodium), H2O ice, Cl (hydrochloric acid), C1(=CC=CC=C1)S(=O)(=O)N (benzenesulfonamide), CN1C(=NC2=NC(=NC(=C12)Cl)Cl)Cl (7-methyl-2,6,8-trichloropurine). The solvent is CN(C)C=O (DMF). Run at time 8 hour. Product: ClC1=NC(=C2N(C(=NC2=N1)NS(=O)(=O)C1=CC=CC=C1)C)Cl (N1 -(2,6-dichloro-7-methyl-8-purinyl)-benzenesulfonamide). As a reaction SMILES: [Na].[C:2]1([S:8]([NH2:11])(=[O:10])=[O:9])[CH:7]=[CH:6][CH:5]=[CH:4][CH:3]=1.[CH3:12][N:13]1[C:21]2[C:16](=[N:17][C:18]([Cl:23])=[N:19][C:20]=2[Cl:22])[N:15]=[C:14]1Cl.Cl>CN(C=O)C>[Cl:23][C:18]1[N:17]=[C:16]2[C:21]([N:13]([CH3:12])[C:14]([NH:11][S:8]([C:2]3[CH:7]=[CH:6][CH:5]=[CH:4][CH:3]=3)(=[O:10])=[O:9])=[N:15]2)=[C:20]([Cl:22])[N:19]=1 |^1:0|. Procedure details: 10.8 g (50.0 mmol) of the sodium salt of benzenesulfonamide was suspended in 100 ml of DMF; at 60° C., 11.9 g (50.0 mmol) of 7-methyl-2,6,8-trichloropurine was added. After 8 hours at 80° C. and cooling to room temperature, H2O/ice was added, the mixture was acidified with 10% strength hydrochloric acid and the precipitate was suction filtered and dried. The reactants are C(C1=CC=CC=C1)OC=1C(=C(C=CC1)NC(OC(C)(C)C)=O)[N+](=O)[O-] (tert-butyl N-(3-benzyloxy-2-nitrophenyl)carbamate), [H-].[Na+] (sodium hydride), O (water), C(C)I (ethyl iodide). The solvent is CN(C=O)C (dimethylformamide). Run at time 15 minute. Yields the product C(C1=CC=CC=C1)OC=1C(=C(C=CC1)N(C(OC(C)(C)C)=O)CC)[N+](=O)[O-] (tert-butyl N-(3-benzyloxy-2-nitrophenyl)-N-ethylcarbamate). The yield is 103.6%. Reaction SMILES: [CH2:1]([O:8][C:9]1[C:10]([N+:23]([O-:25])=[O:24])=[C:11]([NH:15][C:16](=[O:22])[O:17][C:18]([CH3:21])([CH3:20])[CH3:19])[CH:12]=[CH:13][CH:14]=1)[C:2]1[CH:7]=[CH:6][CH:5]=[CH:4][CH:3]=1.[H-].[Na+].[CH2:28](I)[CH3:29].O>CN(C)C=O>[CH2:1]([O:8][C:9]1[C:10]([N+:23]([O-:25])=[O:24])=[C:11]([N:15]([CH2:28][CH3:29])[C:16](=[O:22])[O:17][C:18]([CH3:21])([CH3:20])[CH3:19])[CH:12]=[CH:13][CH:14]=1)[C:2]1[CH:7]=[CH:6][CH:5]=[CH:4][CH:3]=1 |f:1.2|. Reported procedure: To a solution of tert-butyl N-(3-benzyloxy-2-nitrophenyl)carbamate (3 g) in dimethylformamide (30 ml) was added sodium hydride (60% in oil, 575 mg) under ice-cooling, and the mixture was stirred for 15 minutes. To the mixture was added ethyl iodide (1.49 g), and the mixture was stirred for 2 hours at ambient temperature. To the reaction mixture was added water (150 ml), and extracted with ethyl acetate. The organic layer was washed with water and brine, dried over magnesium sulfate and evaporate... The reactants are O=C(Nc1csc(Br)n1)C(F)(F)F, CC(=O)[O-], CCO, [Na+]. Yields the product O=C(Nc1cscn1)C(F)(F)F. As a reaction SMILES: [Br:1][c:2]1[s:3][cH:4][c:5]([NH:7][C:8]([C:9]([F:10])([F:11])[F:12])=[O:13])[n:6]1.[CH3:15][C:16](=[O:17])[O-:18].[CH3:19][CH2:20][OH:21].[Na+:14]>>[cH:2]1[s:3][cH:4][c:5]([NH:7][C:8]([C:9]([F:10])([F:11])[F:12])=[O:13])[n:6]1. Reaction SMILES: [CH3:19][O:20][C:21]([CH2:22][C:23](=[O:24])[Cl:25])=[O:26].[CH3:1][O:2][C:3](=[O:4])[c:5]1[n:6]([NH:11][CH2:12][c:13]2[n:14][cH:15][cH:16][cH:17][cH:18]2)[cH:7][c:8]([Cl:10])[cH:9]1>>[CH3:1][O:2][C:3](=[O:4])[c:5]1[n:6]([N:11]([CH2:12][c:13]2[n:14][cH:15][cH:16][cH:17][cH:18]2)[C:23]([CH2:22][C:21]([O:20][CH3:19])=[O:26])=[O:24])[cH:7][c:8]([Cl:10])[cH:9]1. Yields the product COC(=O)CC(=O)N(Cc1ccccn1)n1cc(Cl)cc1C(=O)OC. Starting materials: COC(=O)CC(=O)Cl, COC(=O)c1cc(Cl)cn1NCc1ccccn1. The reactants are BrC=1C(=NC=C(C(=O)O)C1)OCC1CC1 (5-Bromo-6-cyclopropylmethoxy-nicotinic acid), CCCCCCC (heptane), FC1=CC=C(C=C1)B(O)O ([4-fluoro-phenyl]-boronic acid), C([O-])([O-])=O.[Na+].[Na+] (sodium carbonate). Solvent: C1(=CC=CC=C1)C (toluene), CN(C=O)C (dimethylformamide). Run at temperature 90 celsius, time 4 hour. Yields the product C1(CC1)COC1=NC=C(C(=O)O)C=C1C1=CC=C(C=C1)F (6-Cyclopropylmethoxy-5-(4-fluoro-phenyl)-nicotinic acid). The yield is 77.0%. RXN SMILES: Br[C:2]1[C:3]([O:11][CH2:12][CH:13]2[CH2:15][CH2:14]2)=[N:4][CH:5]=[C:6]([CH:10]=1)[C:7]([OH:9])=[O:8].[F:16][C:17]1[CH:22]=[CH:21][C:20](B(O)O)=[CH:19][CH:18]=1.C(=O)([O-])[O-].[Na+].[Na+].CCCCCCC>C1(C)C=CC=CC=1.CN(C)C=O>[CH:13]1([CH2:12][O:11][C:3]2[C:2]([C:20]3[CH:21]=[CH:22][C:17]([F:16])=[CH:18][CH:19]=3)=[CH:10][C:6]([C:7]([OH:9])=[O:8])=[CH:5][N:4]=2)[CH2:15][CH2:14]1 |f:2.3.4|. Procedure: 5-Bromo-6-cyclopropylmethoxy-nicotinic acid (2.28 g, 8 mmol) was dissolved in a mixture of toluene (40 mL) and dimethylformamide (4 mL). To this solution was added [4-fluoro-phenyl]-boronic acid (1.2 g, 8 mmol), [1,1′-bis(diphenylphosphino)-ferrocene]-dichloropalladium(II) dichloro-methane complex (307 mg), and 2 N sodium carbonate solution (33 mL). The whole mixture was heated with stirring at 90° C. for 4 h, cooled to room temperature and filtered. Phases were separated; the organic phase was ... The reactants are O (water), ClC1=CC=C(C=C1)B(O)O (4-chlorophenylboronic acid), O (water), [OH-].[Li+] (lithium hydroxide), O (Water), [OH-].[Li+] (lithium hydroxide), C(C)OC(C1=C(N=C(C(=C1)Br)OCC(F)(F)F)C(F)(F)F)=O (5-Bromo-6-(2,2,2-trifluoro-ethoxy)-2-trifluoromethyl-nicotinic acid ethyl ester). Reagents/catalysts: C1=CC=C(C=C1)P([C-]2C=CC=C2)C3=CC=CC=C3.C1=CC=C(C=C1)P([C-]2C=CC=C2)C3=CC=CC=C3.Cl[Pd]Cl.[Fe+2] ([1,1′-bis(diphenylphosphino)ferrocene]dichloropalladium). The solvent is C1(=CC=CC=C1)C (toluene), C(C)O (ethanol). Conditions: temperature 70 celsius, time 0.5 hour. Yields the product ClC1=CC=C(C=C1)C=1C(=NC(=C(C(=O)O)C1)C(F)(F)F)OCC(F)(F)F (5-(4-Chloro-phenyl)-6-(2,2,2-trifluoro-ethoxy)-2-trifluoromethyl-nicotinic acid). As a reaction SMILES: C([O:3][C:4](=[O:22])[C:5]1[CH:10]=[C:9](Br)[C:8]([O:12][CH2:13][C:14]([F:17])([F:16])[F:15])=[N:7][C:6]=1[C:18]([F:21])([F:20])[F:19])C.[Cl:23][C:24]1[CH:29]=[CH:28][C:27](B(O)O)=[CH:26][CH:25]=1.O.[OH-].[Li+]>C(O)C.C1C=CC(P(C2C=CC=CC=2)[C-]2C=CC=C2)=CC=1.C1C=CC(P(C2C=CC=CC=2)[C-]2C=CC=C2)=CC=1.Cl[Pd]Cl.[Fe+2].C1(C)C=CC=CC=1>[Cl:23][C:24]1[CH:29]=[CH:28][C:27]([C:9]2[C:8]([O:12][CH2:13][C:14]([F:15])([F:16])[F:17])=[N:7][C:6]([C:18]([F:19])([F:20])[F:21])=[C:5]([CH:10]=2)[C:4]([OH:22])=[O:3])=[CH:26][CH:25]=1 |f:3.4,6.7.8.9|. Procedure details: 5-Bromo-6-(2,2,2-trifluoro-ethoxy)-2-trifluoromethyl-nicotinic acid ethyl ester (2 g, 5.05 mmol) was dissolved in ethanol (30 ml). To this solution was added with stirring [1,1′-bis(diphenylphosphino)ferrocene]dichloropalladium (II) CH2Cl2 (41.2 mg, 0.05 mmol), 4-chlorophenylboronic acid (828.8 mg, 5.3 mmol), water (4.8 ml) and lithium hydroxide (246.7 mg, 10.1 mmol). This mixture was heated to 70° C. for 2.5 h and cooled to room temperature. Water (12 mL) and lithium hydroxide (370.0 mg, 15.1 m...